The task is: describe an organic reaction: reactants, conditions, products, and yield. This data is from the Open Reaction Database (ORD), a public repository of structured organic reaction records. Product: COC(C[C@@H]1COC2=C1C=CC(=C2)O[C@@H]2CCC1=C(C(=CC=C21)C(F)(F)F)CN2CCCCC2)=O ({(S)-6-[(R)-4-Piperidin-1-ylmethyl-5-trifluoromethyl-indan-1-yloxy]-2,3-dihydro-benzofuran-3-yl}-acetic acid methyl ester). RXN SMILES: [CH3:1][O:2][C:3](=[O:29])[CH2:4][C@H:5]1[C:9]2[CH:10]=[CH:11][C:12]([O:14][C@H:15]3[C:23]4[C:18](=[C:19](Br)[C:20]([C:24]([F:27])([F:26])[F:25])=[CH:21][CH:22]=4)[CH2:17][CH2:16]3)=[CH:13][C:8]=2[O:7][CH2:6]1.[N:30]1([CH2:36][B-](F)(F)F)[CH2:35][CH2:34][CH2:33][CH2:32][CH2:31]1.[K+]>>[CH3:1][O:2][C:3](=[O:29])[CH2:4][C@H:5]1[C:9]2[CH:10]=[CH:11][C:12]([O:14][C@H:15]3[C:23]4[C:18](=[C:19]([CH2:36][N:30]5[CH2:35][CH2:34][CH2:33][CH2:32][CH2:31]5)[C:20]([C:24]([F:27])([F:26])[F:25])=[CH:21][CH:22]=4)[CH2:17][CH2:16]3)=[CH:13][C:8]=2[O:7][CH2:6]1 |f:1.2|. Procedure details: The title compound is prepared from {(S)-6-[(R)-4-bromo-5-trifluoromethyl-indan-1-yloxy]-2,3-dihydro-benzofuran-3-yl}-acetic acid methyl ester and potassium piperidin-1-ylmethyltrifluoroborate following a procedure analogous to that described for Intermediate 3. LC (method 5): tR=1.15 min; Mass spectrum (ESI+): m/z=490 [M+H]+. Reactants: COC(C[C@@H]1COC2=C1C=CC(=C2)O[C@@H]2CCC1=C(C(=CC=C21)C(F)(F)F)Br)=O ({(S)-6-[(R)-4-bromo-5-trifluoromethyl-indan-1-yloxy]-2,3-dihydro-benzofuran-3-yl}-acetic acid methyl ester), N1(CCCCC1)C[B-](F)(F)F.[K+] (potassium piperidin-1-ylmethyltrifluoroborate), Intermediate 3. Starting materials: C(C1=CC=CC=C1)(=O)C1=CC=C(OCC2OC2)C=C1 (2-(4-benzoylphenoxymethyl)oxirane), O (water), Cl(=O)(=O)(=O)O (perchloric acid), FC(C(=O)O)(F)F (trifluoroacetic acid). The reagents and catalysts are S(=O)(=O)(O)[O-].C(CCC)[N+](CCCC)(CCCC)CCCC (tetrabutylammonium hydrogensulfate). Solvent: ClCCl (dichloromethane), ClCCCl (1,2-dichloroethane). Run at temperature 70 celsius. Yields the product C(C1=CC=CC=C1)(=O)C1=CC=C(OCC(CO)O)C=C1 (3-(4-benzoylphenoxyl)propane-1,2-diol). Isolated yield 66.0%. RXN SMILES: [C:1]([C:9]1[CH:19]=[CH:18][C:12]([O:13][CH2:14][CH:15]2[CH2:17][O:16]2)=[CH:11][CH:10]=1)(=[O:8])[C:2]1[CH:7]=[CH:6][CH:5]=[CH:4][CH:3]=1.O.Cl(O)(=O)(=O)=[O:22].FC(F)(F)C(O)=O>ClCCCl.S([O-])(O)(=O)=O.C([N+](CCCC)(CCCC)CCCC)CCC.ClCCl>[C:1]([C:9]1[CH:19]=[CH:18][C:12]([O:13][CH2:14][CH:15]([OH:22])[CH2:17][OH:16])=[CH:11][CH:10]=1)(=[O:8])[C:2]1[CH:7]=[CH:6][CH:5]=[CH:4][CH:3]=1 |f:5.6|. Reported procedure: 2-(4-benzoylphenoxymethyl)oxirane (10.0 g; 39.3 mmol) was dissolved in 1,2-dichloroethane (100 mL). To the solution was charged water (100 mL), 1 M aqueous perchloric acid (25 mL), trifluoroacetic acid (5 mL) and tetrabutylammonium hydrogensulfate (1.336 g; 3.93 mmol). The biphasic reaction mixture was stirred vigorously and heated to 70° C. for 6 h. The reaction was cooled to ambient temperature, diluted with dichloromethane (100 mL) and the organic phase was separated. The aqueous phase was fu...